From a dataset of the Open Reaction Database (ORD), a public repository of structured organic reaction records. describe an organic reaction: reactants, conditions, products, and yield The reactants are CC(C)(C)[O-], CS(C)=O, O=[N+]([O-])c1ccccc1F, [K+], Nc1ccc(Oc2ccccc2)cc1. Yields the product O=[N+]([O-])c1ccccc1Nc1ccc(Oc2ccccc2)cc1. As a reaction SMILES: [C:25]([O-:26])([CH3:27])([CH3:28])[CH3:29].[CH3:31][S:32]([CH3:33])=[O:34].[F:1][c:2]1[c:3]([N+:8](=[O:9])[O-:10])[cH:4][cH:5][cH:6][cH:7]1.[K+:30].[O:11]([c:12]1[cH:13][cH:14][cH:15][cH:16][cH:17]1)[c:18]1[cH:19][cH:20][c:21]([NH2:22])[cH:23][cH:24]1>>[c:2]1([NH:22][c:21]2[cH:20][cH:19][c:18]([O:11][c:12]3[cH:13][cH:14][cH:15][cH:16][cH:17]3)[cH:24][cH:23]2)[c:3]([N+:8](=[O:9])[O-:10])[cH:4][cH:5][cH:6][cH:7]1.